From a dataset of the Open Reaction Database (ORD), a public repository of structured organic reaction records. describe an organic reaction: reactants, conditions, products, and yield The reactants are CCOC(=O)C(CCc1ccccc1)(CC(=O)c1ccc(-c2ccc([N+](=O)[O-])cc2)cc1C)C(=O)OCC, CCO, CC(C)=O, [Na+], [OH-]. Yields the product CCOC(=O)C(CCc1ccccc1)CC(=O)c1ccc(-c2ccc([N+](=O)[O-])cc2)cc1C. Reaction SMILES: [CH3:1][c:2]1[cH:3][c:4](-[c:30]2[cH:31][cH:32][c:33]([N+:36](=[O:37])[O-:38])[cH:34][cH:35]2)[cH:5][cH:6][c:7]1[C:8]([CH2:9][C:10]([C:11](=[O:12])[O:13][CH2:14][CH3:15])([C:16]([O:17][CH2:18][CH3:19])=[O:20])[CH2:21][CH2:22][c:23]1[cH:24][cH:25][cH:26][cH:27][cH:28]1)=[O:29].[CH3:41][CH2:42][OH:43].[CH3:44][C:45](=[O:46])[CH3:47].[Na+:40].[OH-:39]>>[CH3:1][c:2]1[cH:3][c:4](-[c:30]2[cH:31][cH:32][c:33]([N+:36](=[O:37])[O-:38])[cH:34][cH:35]2)[cH:5][cH:6][c:7]1[C:8]([CH2:9][CH:10]([C:11](=[O:12])[O:13][CH2:14][CH3:15])[CH2:21][CH2:22][c:23]1[cH:24][cH:25][cH:26][cH:27][cH:28]1)=[O:29]. Yields the product BrC=1C=NC2=CC=C(C=C2C1)OC(C(=O)NC(C=NOCCCC)(C)C)SC (2-(3-bromo-quinolin-6-yloxy)-N-(2-butoxyimino-1,1-dimethyl-ethyl)-2-methylsulfanyl-acetamide). Run in CO (methanol), C(C)(=O)OCC (ethyl acetate). Reported procedure: 2-(3-Bromo-quinolin-6-yloxy)-N-(1,1-dimethyl-2-oxo-ethyl)-2-methylsulfanyl-acetamide (0.1 g) from Stage 2, Step 2 above, pyridine (0.022 ml) and O-n-butyl-hydroxylamine hydrochloride (0.035 g) in methanol (5 ml) were stirred at rt for 3 hours. The reaction mixture was diluted with ethyl acetate and poured onto sat. NaHCO3 (30 ml). The two phases were separated and the aqueous layer was extracted with ethyl acetate (3×50 ml). The organic layers were combined, dried over magnesium sulphate, filter... The reactants are C(=O)(O)[O-].[Na+] (NaHCO3), BrC=1C=NC2=CC=C(C=C2C1)OC(C(=O)NC(C=O)(C)C)SC (2-(3-Bromo-quinolin-6-yloxy)-N-(1,1-dimethyl-2-oxo-ethyl)-2-methylsulfanyl-acetamide), N1=CC=CC=C1 (pyridine), Cl.C(CCC)ON (O-n-butyl-hydroxylamine hydrochloride). Isolated yield 97.5%. Reaction SMILES: [Br:1][C:2]1[CH:3]=[N:4][C:5]2[C:10]([CH:11]=1)=[CH:9][C:8]([O:12][CH:13]([S:22][CH3:23])[C:14]([NH:16][C:17]([CH3:21])([CH3:20])[CH:18]=O)=[O:15])=[CH:7][CH:6]=2.N1C=CC=CC=1.Cl.[CH2:31]([O:35][NH2:36])[CH2:32][CH2:33][CH3:34].C([O-])(O)=O.[Na+]>CO.C(OCC)(=O)C>[Br:1][C:2]1[CH:3]=[N:4][C:5]2[C:10]([CH:11]=1)=[CH:9][C:8]([O:12][CH:13]([S:22][CH3:23])[C:14]([NH:16][C:17]([CH3:21])([CH3:20])[CH:18]=[N:36][O:35][CH2:31][CH2:32][CH2:33][CH3:34])=[O:15])=[CH:7][CH:6]=2 |f:2.3,4.5|. Starting materials: ClC1=C(C=C(C(=C1)F)[N+](=O)[O-])N1C(N(C(N(C1=O)C)=O)CC(=O)OC(C)C)=O (isopropyl 3-(2-chloro-4-fluoro-5-nitrophenyl)tetrahydro-5-methyl-2,4,6-trioxo-s-triazine-1(2H)-acetate), [H][H] (hydrogen), [H][H] (hydrogen), CCOCC (ether). The reagents and catalysts are [Pt] (platinum on carbon), [Pt] (platinum on carbon). The solvent is C(C)(=O)OCC (ethyl acetate), C(Cl)Cl (methylene chloride), C(C)(=O)OCC (ethyl acetate). Product: NC=1C(=CC(=C(C1)N1C(N(C(N(C1=O)C)=O)CC(=O)OC(C)C)=O)Cl)F (Isopropyl 3-(5-amino-2-chloro-4-fluorophenyl)tetrahydro-5-methyl-2,4,6-trioxo-s-triazine-1(2H)-acetate). Reaction SMILES: [Cl:1][C:2]1[CH:7]=[C:6]([F:8])[C:5]([N+:9]([O-])=O)=[CH:4][C:3]=1[N:12]1[C:17](=[O:18])[N:16]([CH3:19])[C:15](=[O:20])[N:14]([CH2:21][C:22]([O:24][CH:25]([CH3:27])[CH3:26])=[O:23])[C:13]1=[O:28].[H][H].CCOCC>[Pt].C(OCC)(=O)C.C(Cl)Cl>[NH2:9][C:5]1[C:6]([F:8])=[CH:7][C:2]([Cl:1])=[C:3]([N:12]2[C:17](=[O:18])[N:16]([CH3:19])[C:15](=[O:20])[N:14]([CH2:21][C:22]([O:24][CH:25]([CH3:27])[CH3:26])=[O:23])[C:13]2=[O:28])[CH:4]=1. Reported procedure: A mixture of isopropyl 3-(2-chloro-4-fluoro-5-nitrophenyl)tetrahydro-5-methyl-2,4,6-trioxo-s-triazine-1(2H)-acetate (34.8 g, 0.0835 mol) and 5% platinum on carbon (3.48 g) in ethyl acetate is hydrogenated until about 90 psi of hydrogen is taken up. The reaction mixture is then filtered and concentrated in vacuo to obtain a foam. Column chromatography of the foam using silica gel and 10% to 20% ether in methylene chloride solutions gives a yellow foam which contains two compounds. A mixture of th... As a reaction SMILES: [CH3:1][O:2][C:3]([c:4]1[c:5]([N:10]=[C:11]=[O:12])[cH:6][cH:7][cH:8][cH:9]1)=[O:13].[Cl:30][CH2:31][Cl:32].[OH:20][CH2:21][CH:22]=[CH:23][c:24]1[cH:25][cH:26][cH:27][cH:28][cH:29]1.[cH:14]1[cH:15][cH:16][n:17][cH:18][cH:19]1>>[CH3:1][O:2][C:3]([c:4]1[c:5]([NH:10][C:11](=[O:12])[O:20][CH2:21][CH:22]=[CH:23][c:24]2[cH:25][cH:26][cH:27][cH:28][cH:29]2)[cH:6][cH:7][cH:8][cH:9]1)=[O:13]. Yields the product COC(=O)c1ccccc1NC(=O)OCC=Cc1ccccc1. The reactants are COC(=O)c1ccccc1N=C=O, ClCCl, OCC=Cc1ccccc1, c1ccncc1. Starting materials: OCC(=O)[C@@H](O)[C@H](O)[C@@H](O)CO (L-sorbose), OCC(=O)[C@@H](O)[C@H](O)[C@@H](O)CO (L-sorbose), O=O (oxygen). Product: OCC(=O)[C@@H](O)[C@H](O)C(=O)CO (5-dehydro-D-fructose), OO (hydrogen peroxide). RXN SMILES: [OH:1][CH2:2][C:3]([C@H:5]([C@@H:7]([C@H:9]([CH2:11][OH:12])[OH:10])[OH:8])[OH:6])=[O:4].[O:13]=[O:14]>>[OH:12][CH2:11][C:9]([C@H:7]([C@@H:5]([C:3]([CH2:2][OH:1])=[O:4])[OH:6])[OH:8])=[O:10].[OH:13][OH:14]. Procedure: For these enzymes, glucose oxidase catalyzes the reaction of β-D-glucose, water, and oxygen to produce hydrogen peroxide and gluconic acid. Galactose oxidase catalyzes the reaction of D-galactose and oxygen to produce hydrogen peroxide and D-galacto-hexodialdose. Urate oxidase catalyzes the reaction of uric acid, water, and oxygen to produce hydrogen peroxide, allantoin, and carbon dioxide. Choline oxidase catalyzes the reaction of choline and oxygen to produce hydrogen peroxide and betaine alde... Starting materials: Cl.Cl.NCC1=CC=C(CN2CCC(CC2)CC2=CC=CC=C2)C=C1 (1-[4-(aminomethyl)benzyl]-4-benzylpiperidine dihydrochloride), Cl.N=1C=C2C=C(SC3=CC=CC1N23)C(=O)O (5-thia-1,8b-diazaacenaphthylene-4-carboxylic acid hydrochloride), ON1C(CCC1=O)=O (N-hydroxysuccinimide), Cl.C(C)N=C=NCCCN(C)C (N-ethyl-N′-3-(N,N-dimethylamino)propylcarbodiimide hydrochloride). Solvent: C(C)#N (acetonitrile), C(C)N(CC)CC (triethylamine), C(C)#N (acetonitrile). Conditions: time 2 hour. The product is C(C1=CC=CC=C1)C1CCN(CC1)CC1=CC=C(CNC(=O)C2=CC3=CN=C4C=CC=C(S2)N43)C=C1 (N-[4-(4-benzylpiperidin-1-ylmethyl)-benzyl]-5-thia-1,8b-diazaacenaphthylene-4-carboxamide). RXN SMILES: Cl.[N:2]1[CH:3]=[C:4]2[N:13]3[C:8](=[CH:9][CH:10]=[CH:11][C:12]=13)[S:7][C:6]([C:14]([OH:16])=O)=[CH:5]2.ON1C(=O)CCC1=O.Cl.C(N=C=NCCCN(C)C)C.Cl.Cl.[NH2:39][CH2:40][C:41]1[CH:60]=[CH:59][C:44]([CH2:45][N:46]2[CH2:51][CH2:50][CH:49]([CH2:52][C:53]3[CH:58]=[CH:57][CH:56]=[CH:55][CH:54]=3)[CH2:48][CH2:47]2)=[CH:43][CH:42]=1>C(#N)C.C(N(CC)CC)C>[CH2:52]([CH:49]1[CH2:50][CH2:51][N:46]([CH2:45][C:44]2[CH:43]=[CH:42][C:41]([CH2:40][NH:39][C:14]([C:6]3[S:7][C:8]4[N:13]5[C:4](=[CH:3][N:2]=[C:12]5[CH:11]=[CH:10][CH:9]=4)[CH:5]=3)=[O:16])=[CH:60][CH:59]=2)[CH2:47][CH2:48]1)[C:53]1[CH:54]=[CH:55][CH:56]=[CH:57][CH:58]=1 |f:0.1,3.4,5.6.7|. Procedure details: To a suspension of 1.0 g (4.58 mM) of 5-thia-1,8b-diazaacenaphthylene-4-carboxylic acid hydrochloride and 0.90 g (7.82 mM) of N-hydroxysuccinimide in acetonitrile (10 ml) was added 1.51 g (7.88 mM) of N-ethyl-N′-3-(N,N-dimethylamino)propylcarbodiimide hydrochloride at room temperature, and the mixture was stirred for 2 hours. To this reaction mixture was added a solution of 1.88 g (5.12 mM) of 1-[4-(aminomethyl)benzyl]-4-benzylpiperidine dihydrochloride and 0.55 ml (3.95 mM) of triethylamine in ... The reactants are ice water, OO (hydrogen peroxide), CSCC=1C(N)=CC=C(C1)C(F)(F)F (α-methylthio-4-trifluoromethyl-o-toluidine), solution. Solvent: C(C)(=O)O (acetic acid). Reaction conditions: time 90 minute. Yields the product CS(=O)CC=1C(N)=CC=C(C1)C(F)(F)F (α-methylsulfinyl-4-trifluoromethyl-o-toluidine). As a reaction SMILES: [CH3:1][S:2][CH2:3][C:4]1[C:5](=[CH:7][CH:8]=[C:9]([C:11]([F:14])([F:13])[F:12])[CH:10]=1)[NH2:6].[OH:15]O>C(O)(=O)C>[CH3:1][S:2]([CH2:3][C:4]1[C:5](=[CH:7][CH:8]=[C:9]([C:11]([F:12])([F:13])[F:14])[CH:10]=1)[NH2:6])=[O:15]. Procedure: To a cooled (ice/water) solution of 8.7 g. of α-methylthio-4-trifluoromethyl-o-toluidine predissolved in 50 ml. of acetic acid is added 4.1 ml. of a 30% solution of hydrogen peroxide. The ice/water bath is removed and the reaction mixture is stirred for 90 minutes, after which examination by TLC indicates the presence of essentially all of the sulfinyl compound (reaction complete). The reaction mixture is then treated with 50 ml. of a 10% solution of sodium sulfite and concentrated on a rotary e... The reactants are C(C)(C)(C)OC(=O)N1CCN(CC1)C=1C=C(C(=O)NCC(=O)O)C=CC1 (3-(4-t-Butoxycarbonyl-1-piperazinyl)benzoyl glycine), FC(C(=O)[O-])(F)F (trifluoroacetate), Cl.C(C)OC(C[C@H](N)C#C)=O (3(S)-ethynyl-β-alanine ethyl ester hydrochloride), peptide. Yields the product FC(C(=O)O)(F)F.N1(CCNCC1)C=1C=C(C(=O)NCC(=O)N[C@@H](CC(=O)O)C#C)C=CC1 (N-[N'-[3-(1-Piperazinyl)benzoyl]glycyl]-3(S)-ethynyl-β-alanine trifluoroacetic acid salt). As a reaction SMILES: C(OC([N:8]1[CH2:13][CH2:12][N:11]([C:14]2[CH:15]=[C:16]([CH:24]=[CH:25][CH:26]=2)[C:17]([NH:19][CH2:20][C:21]([OH:23])=O)=[O:18])[CH2:10][CH2:9]1)=O)(C)(C)C.Cl.C([O:30][C:31](=[O:37])[CH2:32][C@@H:33]([C:35]#[CH:36])[NH2:34])C.[F:38][C:39]([F:44])([F:43])[C:40]([O-:42])=[O:41]>>[F:38][C:39]([F:44])([F:43])[C:40]([OH:42])=[O:41].[N:11]1([C:14]2[CH:15]=[C:16]([CH:24]=[CH:25][CH:26]=2)[C:17]([NH:19][CH2:20][C:21]([NH:34][C@H:33]([C:35]#[CH:36])[CH2:32][C:31]([OH:37])=[O:30])=[O:23])=[O:18])[CH2:10][CH2:9][NH:8][CH2:13][CH2:12]1 |f:1.2,4.5|. Procedure: The acid 17-1 was coupled with 3(S)-ethynyl-β-alanine ethyl ester hydrochloride (Zablocki et al., J. Med. Chem., 1995, 38, 2378-2394) using standard peptide coupling conditions. The product was then fully deprotected using previously described methodology to give, after reverse phase chromatography, 17-4 as the trifluoroacetate salt. Reactants: C=CCCBr, O=C1NC(=O)c2ccccc21, CCC(C)=O, [K]. Yields the product C=CCCN1C(=O)c2ccccc2C1=O. As a reaction SMILES: [Br:1][CH2:2][CH2:3][CH:4]=[CH2:5].[C:7]1(=[O:17])[c:8]2[c:9]([cH:13][cH:14][cH:15][cH:16]2)[C:10](=[O:12])[NH:11]1.[CH3:18][C:19]([CH2:20][CH3:21])=[O:22].[K:6]>>[CH2:2]([CH2:3][CH:4]=[CH2:5])[N:11]1[C:7](=[O:17])[c:8]2[c:9]([cH:13][cH:14][cH:15][cH:16]2)[C:10]1=[O:12].